Dataset: the Open Reaction Database (ORD), a public repository of structured organic reaction records. Task: describe an organic reaction: reactants, conditions, products, and yield The product is [Cl-].NC1=[N+](C2=C(N1COC1=C(C=CC=C1)Br)C=C(C(=C2)Cl)Cl)COC2=C(C=CC=C2)Br (2-Amino-5,6-dichloro-1,3-bis[(2-bromophenoxy)methyl]-1H-benzimidazol-3-ium chloride). RXN SMILES: [NH2:1][C:2]1[NH:3][C:4]2[CH:10]=[C:9]([Cl:11])[C:8]([Cl:12])=[CH:7][C:5]=2[N:6]=1.Cl[CH2:14][O:15][C:16]1[CH:21]=[CH:20][CH:19]=[CH:18][C:17]=1[Br:22]>>[Cl-:11].[NH2:1][C:2]1[N:3]([CH2:14][O:15][C:16]2[CH:21]=[CH:20][CH:19]=[CH:18][C:17]=2[Br:22])[C:4]2[CH:10]=[C:9]([Cl:11])[C:8]([Cl:12])=[CH:7][C:5]=2[N+:6]=1[CH2:14][O:15][C:16]1[CH:21]=[CH:20][CH:19]=[CH:18][C:17]=1[Br:22] |f:2.3|. Starting materials: NC=1NC2=C(N1)C=C(C(=C2)Cl)Cl (2-amino-5,6-dichlorobenzimidazole), ClCOC1=C(C=CC=C1)Br (2-bromophenyl chloromethyl ether). Procedure details: Following the procedure of Example 2 and replacing 2-aminobenzimidazole with 2-amino-5,6-dichlorobenzimidazole and replacing 2-bromo-4-chlorophenyl chloromethyl ether with 2-bromophenyl chloromethyl ether, the title compound is obtained. Reported procedure: 8.1 A suspension of 540 mg ((R)-3-amino-pyrrolidin-1-yl)-acetic acid ethyl ester dihydrochloride (example 1.2) in 5 ml THF was treated with 1.2 ml TEA and 530 mg 5-chlorothiophene-2-sulfonylchloride. The reaction mixture was stirred over night at r.t., then taken up in EtOAc and washed with water and brine. The organic layer was dried over MgSO4, filtered and concentrated to give 690 mg [(R)-3-(5-chloro-thiophene-2-sulfonylamino)-pyrrolidin-1-yl]-acetic acid ethyl ester. Oil. 353.1 ([M+H]+) Product: C(C)OC(CN1C[C@@H](CC1)NS(=O)(=O)C=1SC(=CC1)Cl)=O ([(R)-3-(5-chloro-thiophene-2-sulfonylamino)-pyrrolidin-1-yl]-acetic acid ethyl ester). Run in CCOC(=O)C (EtOAc), C1CCOC1 (THF). As a reaction SMILES: Cl.Cl.[CH2:3]([O:5][C:6](=[O:14])[CH2:7][N:8]1[CH2:12][CH2:11][C@@H:10]([NH2:13])[CH2:9]1)[CH3:4].[Cl:15][C:16]1[S:20][C:19]([S:21](Cl)(=[O:23])=[O:22])=[CH:18][CH:17]=1>C1COCC1.CCOC(C)=O>[CH2:3]([O:5][C:6](=[O:14])[CH2:7][N:8]1[CH2:12][CH2:11][C@@H:10]([NH:13][S:21]([C:19]2[S:20][C:16]([Cl:15])=[CH:17][CH:18]=2)(=[O:23])=[O:22])[CH2:9]1)[CH3:4] |f:0.1.2|. Yield: 88.8%. The reactants are TEA, ClC1=CC=C(S1)S(=O)(=O)Cl (5-chlorothiophene-2-sulfonylchloride), Cl.Cl.C(C)OC(CN1C[C@@H](CC1)N)=O (((R)-3-amino-pyrrolidin-1-yl)-acetic acid ethyl ester dihydrochloride). The reactants are O=C([O-])O, COC(=O)COc1c(C(=O)N2CCOCC2)sc(-c2cccc(NC3CCNCC3)c2)c1Br, ClCCl, [Na+], O=S(=O)(Cl)Cc1ccccc1. Yields the product COC(=O)COc1c(C(=O)N2CCOCC2)sc(-c2cccc(NC3CCN(S(=O)(=O)Cc4ccccc4)CC3)c2)c1Br. Reaction SMILES: [C:45](=[O:46])([OH:47])[O-:48].[CH3:1][O:2][C:3]([CH2:4][O:5][c:6]1[c:7]([C:25](=[O:26])[N:27]2[CH2:28][CH2:29][O:30][CH2:31][CH2:32]2)[s:8][c:9](-[c:12]2[cH:13][c:14]([NH:18][CH:19]3[CH2:20][CH2:21][NH:22][CH2:23][CH2:24]3)[cH:15][cH:16][cH:17]2)[c:10]1[Br:11])=[O:33].[Cl:50][CH2:51][Cl:52].[Na+:49].[c:34]1([CH2:40][S:41](=[O:42])(=[O:43])[Cl:44])[cH:35][cH:36][cH:37][cH:38][cH:39]1>>[CH3:1][O:2][C:3]([CH2:4][O:5][c:6]1[c:7]([C:25](=[O:26])[N:27]2[CH2:28][CH2:29][O:30][CH2:31][CH2:32]2)[s:8][c:9](-[c:12]2[cH:13][c:14]([NH:18][CH:19]3[CH2:20][CH2:21][N:22]([S:41]([CH2:40][c:34]4[cH:35][cH:36][cH:37][cH:38][cH:39]4)(=[O:42])=[O:43])[CH2:23][CH2:24]3)[cH:15][cH:16][cH:17]2)[c:10]1[Br:11])=[O:33]. Reactants: CCCC[Sn](CCCC)(CCCC)c1cc(C)c(C2OCCO2)s1, Cl, C1CCOC1. The product is CCCC[Sn](CCCC)(CCCC)c1cc(C)c(C=O)s1. Reaction SMILES: [CH2:1]([CH2:2][CH2:3][CH3:4])[Sn:5]([c:6]1[s:7][c:8]([CH:12]2[O:13][CH2:16][CH2:15][O:14]2)[c:9]([CH3:11])[cH:10]1)([CH2:17][CH2:18][CH2:19][CH3:20])[CH2:21][CH2:22][CH2:23][CH3:24].[ClH:25].[O:26]1[CH2:27][CH2:28][CH2:29][CH2:30]1>>[CH2:1]([CH2:2][CH2:3][CH3:4])[Sn:5]([c:6]1[s:7][c:8]([CH:12]=[O:13])[c:9]([CH3:11])[cH:10]1)([CH2:17][CH2:18][CH2:19][CH3:20])[CH2:21][CH2:22][CH2:23][CH3:24]. The reactants are ClC=1C=NC(=C(C1)F)F (3-chloro-5,6-difluoropyridine), O.NN (hydrazine monohydrate). Run in C(CC)O (n-propanol). The product is N(N)C1=NC=C(C=C1F)Cl (2-hydrazino-3-fluoro-5-chloropyridine). RXN SMILES: [Cl:1][C:2]1[CH:3]=[N:4][C:5](F)=[C:6]([F:8])[CH:7]=1.O.[NH2:11][NH2:12]>C(O)CC>[NH:11]([C:5]1[C:6]([F:8])=[CH:7][C:2]([Cl:1])=[CH:3][N:4]=1)[NH2:12] |f:1.2|. Procedure details: 7.5 g of the compound obtained in Step 3 and 9.57 ml of hydrazine monohydrate were added to 50 ml of n-propanol, the resulting mixture was refluxed for 6 hours, and distilled under a reduced pressure to remove the solvent. The resulting residue was dissolved in 80 ml of chloromethane, washed with water, and dried over anhydrous magnesium sulfate. The dried organic layer was concentrated under a reduced pressure to obtain 7.26 g of the title compound. The reactants are ClC1=NC(=C(C(=C1[N+](=O)[O-])NCCCCCO)C)C (5-(2-chloro-5,6-dimethyl-3-nitropyridin-4-ylamino)pentan-1-ol), O.O.O.O.O.O.O.[Cl-].[Ce+3].[Cl-].[Cl-] (cerium (III) chloride heptahydrate), [N-]=[N+]=[N-].[Na+] (sodium azide), ClC1=NC(=C(C(=C1[N+](=O)[O-])NCCCCCO)C)C (5-(2-chloro-5,6-dimethyl-3-nitropyridin-4-ylamino)pentan-1-ol), C(C)#N (acetonitrile). Solvent: O (water). The product is CC1=C(C(=C(C=2N1N=NN2)[N+](=O)[O-])NCCCCCO)C (5-[(5,6-dimethyl-8-nitrotetrazolo[1,5-a]pyridin-7-yl)amino]pentan-1-ol). As a reaction SMILES: Cl[C:2]1[C:7]([N+:8]([O-:10])=[O:9])=[C:6]([NH:11][CH2:12][CH2:13][CH2:14][CH2:15][CH2:16][OH:17])[C:5]([CH3:18])=[C:4]([CH3:19])[N:3]=1.O.O.O.O.O.O.O.[Cl-].[Ce+3].[Cl-].[Cl-].[N-:31]=[N+:32]=[N-:33].[Na+].C(#N)C>O>[CH3:19][C:4]1[N:3]2[N:31]=[N:32][N:33]=[C:2]2[C:7]([N+:8]([O-:10])=[O:9])=[C:6]([NH:11][CH2:12][CH2:13][CH2:14][CH2:15][CH2:16][OH:17])[C:5]=1[CH3:18] |f:1.2.3.4.5.6.7.8.9.10.11,12.13|. Procedure details: The preparation of 5-(2-chloro-5,6-dimethyl-3-nitropyridin-4-ylamino)pentan-1-ol was described in Part A of Example 85. Under a nitrogen atmosphere, cerium (III) chloride heptahydrate (8.08 g, 21.7 mmol) and sodium azide (5.64 g, 86.8 mmol) were added to a solution of 5-(2-chloro-5,6-dimethyl-3-nitropyridin-4-ylamino)pentan-1-ol (12.48 g, 43.38 mmol) in a 9:1 mixture of acetonitrile and water (145 mL). The reaction was stirred and heated at reflux for two days then allowed to cool to room temper... Starting materials: ClC1=NC=C(C(=O)OC)C=C1[N+](=O)[O-] (methyl 6-chloro-5-nitronicotinate), CN (methylamine). The solvent is ice water. The product is CNC1=NC=C(C(=O)OC)C=C1[N+](=O)[O-] (Methyl 6-methylamino-5-nitronicotinate). As a reaction SMILES: Cl[C:2]1[C:11]([N+:12]([O-:14])=[O:13])=[CH:10][C:5]([C:6]([O:8][CH3:9])=[O:7])=[CH:4][N:3]=1.[CH3:15][NH2:16]>>[CH3:15][NH:16][C:2]1[C:11]([N+:12]([O-:14])=[O:13])=[CH:10][C:5]([C:6]([O:8][CH3:9])=[O:7])=[CH:4][N:3]=1. Reported procedure: 1.6 g (7.4 mmol) of methyl 6-chloro-5-nitronicotinate (see Bernie et al., J. Chem. Soc. 1951, 2590) were stirred in 20 mL of 40% aqueous methylamine solution at room temperature for 30 minutes. The reaction mixture was then diluted with ice water, the yellow precipitate formed was filtered off and dried. Yield: 1.2 g (80% of theory); Rf value: 0.66 (silica gel; ethyl acetate/ethanol/glacial acetic acid=90:5:5). The reactants are Cl.CC1=NN2C(C=CC=C2)=C1C(N)=S (2-methylpyrazolo[1,5-a]pyridine-3-carbothioamide hydrochloride), ClC(C(=O)OCC)C(=O)C1=C(C=CC=C1)F (ethyl 2-chloro-3-(2-fluorophenyl)-3-oxopropanoate). Solvent: CC(C)O (2-propanol). Product: FC1=C(C=CC=C1)C=1N=C(SC1C(=O)OCC)C=1C(=NN2C1C=CC=C2)C (ethyl 4-(2-fluorophenyl)-2-(2-methylpyrazolo[1,5-a]pyridin-3-yl)-1,3-thiazole-5-carboxylate). Yield: 68.8%. As a reaction SMILES: Cl.[CH3:2][C:3]1[C:11]([C:12](=[S:14])[NH2:13])=[C:6]2[CH:7]=[CH:8][CH:9]=[CH:10][N:5]2[N:4]=1.Cl[CH:16]([C:22]([C:24]1[CH:29]=[CH:28][CH:27]=[CH:26][C:25]=1[F:30])=O)[C:17]([O:19][CH2:20][CH3:21])=[O:18]>CC(O)C>[F:30][C:25]1[CH:26]=[CH:27][CH:28]=[CH:29][C:24]=1[C:22]1[N:13]=[C:12]([C:11]2[C:3]([CH3:2])=[N:4][N:5]3[CH:10]=[CH:9][CH:8]=[CH:7][C:6]=23)[S:14][C:16]=1[C:17]([O:19][CH2:20][CH3:21])=[O:18] |f:0.1|. Procedure details: Using 2-methylpyrazolo[1,5-a]pyridine-3-carbothioamide hydrochloride (300 mg, 1.3 mmol) produced in Example 11(v), ethyl 2-chloro-3-(2-fluorophenyl)-3-oxopropanoate (1.0 g, 4.09 mmol) produced in the above and 2-propanol (25 mL) as starting materials and in the same manner as in Example 11(vi), the title compound (341 mg, 68%) was obtained as a yellow solid.